This data is from the Open Reaction Database (ORD), a public repository of structured organic reaction records. The task is: describe an organic reaction: reactants, conditions, products, and yield The reactants are ON(C(=O)NC1=CC=C(C=C1)SC)C (1-Hydroxy-1-methyl-3-[4-(methylthio)phenyl]urea), ON(C(=O)NC1=CC=C(C=C1)OC1=CC=CC=C1)C (1-hydroxy-1-methyl-3-(4-phenoxyphenyl)urea), ON(C(=O)NC1=CC(=CC=C1)OC1=CC=CC=C1)C(CC)CC (1-hydroxy-1-(1-ethylpropyl)-3-(3-phenoxyphenyl)urea), C(C)C(CC)N(C(=O)NC1=CC=CC=C1)O (1-(1-ethylpropyl)-1-hydroxy-3-phenylurea), ON(C(=O)NC1=CC=C(C=C1)CCCC)C(C)C (1-hydroxy-1-(1-methylethyl)-3-(4-butylphenyl)urea), ON(C(=O)NC1=CC=CC=C1)C(CC)C (1-hydroxy-1-(1-methylpropyl)-3-phenylurea), ON(C(=O)NC1=C(C=CC=C1)OC1=CC=CC=C1)C(CC)CC (1-hydroxy-1-(1-ethylpropyl)-3-(2-phenoxyphenyl)urea), ON(C(=O)NC1=CC=C(C=C1)SC)C(C)C (1-hydroxy-1-(1-methylethyl)-3-[4-(methylthio)phenyl]urea), 1-(1-ethylpropyl)-1-hydroxy-3-(4-methylthio)phenyurea, ON(C(=O)NC1=CC=C(C=C1)OC1=CC=CC=C1)C(CC)CC (1-hydroxy-1-(1-ethylpropyl)-3-(4-phenoxyphenyl)urea). Yields the product ON(C(=O)NC1=CC=C(C=C1)C1=CC=C(C=C1)OCCCCCCCC)C(CC)CC (1-hydroxy-1-(1-ethylpropyl)-3-(4'-octyloxybiphenyl-4-yl)urea). As a reaction SMILES: [OH:1][N:2]([CH3:14])[C:3]([NH:5][C:6]1[CH:11]=[CH:10][C:9](SC)=[CH:8][CH:7]=1)=[O:4].ON(C(C)C)C(N[C:20]1[CH:25]=[CH:24][C:23](SC)=[CH:22][CH:21]=1)=O.C(C(N(O)C(N[C:40]1[CH:45]=[CH:44][CH:43]=[CH:42][CH:41]=1)=O)CC)C.ON(C)C(NC1C=C[C:55]([O:58]C2C=CC=CC=2)=[CH:54]C=1)=O.ON(C(CC)CC)C(N[C:71]1C=CC(OC2C=CC=CC=2)=C[CH:72]=1)=O.ON(C(CC)CC)C(N[C:94]1C=CC=C[C:95]=1OC1C=CC=CC=1)=O.ON(C(C)C)C(NC1C=CC(CCCC)=CC=1)=O.ON(C(C)CC)C(NC1C=CC=CC=1)=O.ON(C(CC)CC)C(NC1C=CC=C(OC2C=CC=CC=2)C=1)=O>>[OH:1][N:2]([CH:14]([CH2:94][CH3:95])[CH2:71][CH3:72])[C:3]([NH:5][C:6]1[CH:11]=[CH:10][C:9]([C:20]2[CH:21]=[CH:22][C:23]([O:58][CH2:55][CH2:54][CH2:41][CH2:42][CH2:43][CH2:44][CH2:45][CH3:40])=[CH:24][CH:25]=2)=[CH:8][CH:7]=1)=[O:4]. Reported procedure: 1-Hydroxy-1-methyl-3-[4-(methylthio)phenyl]urea, 1-hydroxy-1-(1-methylethyl)-3-[4-(methylthio)phenyl]urea, 1-(1-ethylpropyl)-1-hydroxy-3-(4-methylthio)phenyurea, 1-(1-ethylpropyl)-1-hydroxy-3-phenylurea, 1-hydroxy-1-methyl-3-(4-phenoxyphenyl)urea, 1-hydroxy-1-(1-ethylpropyl)-3-(4-phenoxyphenyl)urea, 1-hydroxy-1-(1-ethylpropyl)-3-(2-phenoxyphenyl)urea, 1-hydroxy-1-(1-methylethyl)-3-(4-butylphenyl)urea, 1-hydroxy-1-(1-methylpropyl)-3-phenylurea, and 1-hydroxy-1-(1-ethylpropyl)-3-(3-phenoxyphenyl)u... Starting materials: CC1=CC=C(C=C1)S(=O)(=O)OC[C@@H](C=C)OC1=C(C(=CC=C1C=CC)F)C1=C(C=CC=C1)Cl ((2R)-2-(2′-chloro-6-fluoro-3-(prop-1-enyl)biphenyl-2-yloxy)but-3-enyl 4-methylbenzenesulfonate). Reagents/catalysts: C(C1=CC=CC=C1)(P(C1CCCCC1)(C1CCCCC1)C1CCCCC1)P(C1CCCCC1)(C1CCCCC1)C1CCCCC1.Cl[Ru]Cl (benzylidene-bis(tricyclohexylphosphine) dichlororuthenium). The solvent is ClCCCl (1,2-dichloroethane). The product is CC1=CC=C(C=C1)S(=O)(=O)OC[C@@H]1OC2=C(C(=CC=C2C=C1)F)C1=C(C=CC=C1)Cl (((2R)-8-(2-chlorophenyl)-7-fluoro-2H-chromen-2-yl)methyl 4-methylbenzene-sulfonate). The yield is 51.1%. As a reaction SMILES: [CH3:1][C:2]1[CH:7]=[CH:6][C:5]([S:8]([O:11][CH2:12][C@H:13]([O:16][C:17]2[C:22](C=CC)=[CH:21][CH:20]=[C:19]([F:26])[C:18]=2[C:27]2[CH:32]=[CH:31][CH:30]=[CH:29][C:28]=2[Cl:33])[CH:14]=[CH2:15])(=[O:10])=[O:9])=[CH:4][CH:3]=1>ClCCCl.C(P(C1CCCCC1)(C1CCCCC1)C1CCCCC1)(P(C1CCCCC1)(C1CCCCC1)C1CCCCC1)C1C=CC=CC=1.Cl[Ru]Cl>[CH3:1][C:2]1[CH:7]=[CH:6][C:5]([S:8]([O:11][CH2:12][C@H:13]2[CH:14]=[CH:15][C:22]3[C:17](=[C:18]([C:27]4[CH:32]=[CH:31][CH:30]=[CH:29][C:28]=4[Cl:33])[C:19]([F:26])=[CH:20][CH:21]=3)[O:16]2)(=[O:9])=[O:10])=[CH:4][CH:3]=1 |f:2.3|. Procedure: Treatment of (2R)-2-(2′-chloro-6-fluoro-3-(prop-1-enyl)biphenyl-2-yloxy)but-3-enyl 4-methylbenzenesulfonate (1.5 g, 3.08 mmol) with benzylidene-bis(tricyclohexylphosphine)-dichlororuthenium (0.50 g, 0.61 mmol) in 1,2-dichloroethane (30 mL) according to the procedure described for Example 69, Step 7 provided 0.7 g (51%) of ((2R)-8-(2-chlorophenyl)-7-fluoro-2H-chromen-2-yl)methyl 4-methylbenzene-sulfonate as a thick dark oil. Starting materials: NC1=C(C(=O)O)C=CC(=C1)Cl (2-amino-4-chloro benzoic acid), ClC(Cl)(OC(OC(Cl)(Cl)Cl)=O)Cl (triphosgene). The reagents and catalysts are N1=CC=CC=C1 (pyridine). The solvent is C(C)#N (acetonitrile), ClCCl (dichloromethane), O (water), hexanes. Run at temperature 50 celsius. Yields the product ClC=1C=CC2=C(NC(OC2=O)=O)C1 (7-chloro-1H-benzo[d][1,3]oxazine-2,4-dione). Yield: 79411.0%. RXN SMILES: [NH2:1][C:2]1[CH:10]=[C:9]([Cl:11])[CH:8]=[CH:7][C:3]=1[C:4]([OH:6])=[O:5].Cl[C:13](Cl)([O:15]C(=O)OC(Cl)(Cl)Cl)Cl>C(#N)C.ClCCl.O.N1C=CC=CC=1>[Cl:11][C:9]1[CH:8]=[CH:7][C:3]2[C:4](=[O:6])[O:5][C:13](=[O:15])[NH:1][C:2]=2[CH:10]=1. Procedure details: To a stirred solution of 2-amino-4-chloro benzoic acid (10 g, 0.058 mmol) in acetonitrile (60 mL, 1 M), was added pyridine (9.4 mL, 0.117 mmol, 2 equiv), and triphosgene (17.3 g, 0.058 mmol, 1 equiv) in dichloromethane (85 mL, 0.7 M). The orange reaction solution was heated at 50° C. for two hours then cooled to room temperature. The solution was diluted with water (50 mL), and the organic and aqueous layers were separated. The aqueous layer was washed with dichloromethane (3×50 mL), and the com... Starting materials: CC(C)(C)[Si](C)(C)OCC1CC(=O)CCC1NC(=O)OCc1ccccc1, C1CCOC1, CC(=O)O, O. The product is O=C1CCC(NC(=O)OCc2ccccc2)C(CO)C1. RXN SMILES: [C:6]([Si:7]([CH3:8])([CH3:9])[O:11][CH2:12][CH:13]1[CH:14]([NH:20][C:21]([O:22][CH2:23][c:24]2[cH:25][cH:26][cH:27][cH:28][cH:29]2)=[O:30])[CH2:15][CH2:16][C:17](=[O:19])[CH2:18]1)([CH3:10])([CH3:31])[CH3:32].[CH2:33]1[O:34][CH2:35][CH2:36][CH2:37]1.[CH3:1][C:2](=[O:3])[OH:4].[OH2:5]>>[OH:11][CH2:12][CH:13]1[CH:14]([NH:20][C:21]([O:22][CH2:23][c:24]2[cH:25][cH:26][cH:27][cH:28][cH:29]2)=[O:30])[CH2:15][CH2:16][C:17](=[O:19])[CH2:18]1. Reactants: ClC1=NC=C(C(=N1)Cl)F (2,4-dichloro-5-fluoropyrimidine), ClC1=NC=CC=C1B(O)O (2-chloropyridine-3-boronic acid), COCCOC (DME), C(=O)(O)[O-].[Na+] (NaHCO3). The reagents and catalysts are C=1C=CC(=CC1)[P](C=2C=CC=CC2)(C=3C=CC=CC3)[Pd]([P](C=4C=CC=CC4)(C=5C=CC=CC5)C=6C=CC=CC6)([P](C=7C=CC=CC7)(C=8C=CC=CC8)C=9C=CC=CC9)[P](C=1C=CC=CC1)(C=1C=CC=CC1)C=1C=CC=CC1 (Pd(PPh3)4). Solvent: CCOC(=O)C (EtOAc). Reaction conditions: temperature 80 celsius. Product: ClC1=NC=C(C(=N1)C=1C(=NC=CC1)Cl)F (2-chloro-4-(2-chloro-pyridin-3-yl)-5-fluoro-pyrimidine). As a reaction SMILES: [Cl:1][C:2]1[N:7]=[C:6](Cl)[C:5]([F:9])=[CH:4][N:3]=1.[Cl:10][C:11]1[C:16](B(O)O)=[CH:15][CH:14]=[CH:13][N:12]=1.COCCOC.C([O-])(O)=O.[Na+]>CCOC(C)=O.C1C=CC([P]([Pd]([P](C2C=CC=CC=2)(C2C=CC=CC=2)C2C=CC=CC=2)([P](C2C=CC=CC=2)(C2C=CC=CC=2)C2C=CC=CC=2)[P](C2C=CC=CC=2)(C2C=CC=CC=2)C2C=CC=CC=2)(C2C=CC=CC=2)C2C=CC=CC=2)=CC=1>[Cl:1][C:2]1[N:7]=[C:6]([C:16]2[C:11]([Cl:10])=[N:12][CH:13]=[CH:14][CH:15]=2)[C:5]([F:9])=[CH:4][N:3]=1 |f:3.4,^1:40,42,61,80|. Procedure details: To 2,4-dichloro-5-fluoropyrimidine (500 mg, 2.99 mmol), 2-chloropyridine-3-boronic acid (707 mg, 4.49 mmol), Pd(PPh3)4 (346 mg, 0.30 mmol) was added DME (9.0 mL) and 1 M NaHCO3 (3.0 mL). The mixture was heated overnight in a sealed tube at 80° C., cooled to RT, diluted with EtOAc, and washed with water and saturated Na2CO3. The organic layer was dried over Na2SO4, filtered, concentrated and purified by reverse-phase HPLC to provide 2-chloro-4-(2-chloro-pyridin-3-yl)-5-fluoro-pyrimidine. MS m/z=2... Starting materials: CON=C(C(=O)NC1[C@@H]2N(C(=C(CS2)COC(N)=O)C(=O)O)C1=O)C=1N=C(SC1)NC(C(F)(F)F)=O (7-[2-Methoxyimino-2-{2-(2,2,2-trifluoroacetamido)-1,3-thiazol-4-yl}acetamido]-3-carbamoyloxymethyl-3-cephem-4-carboxylic acid), Cl (hydrochloric acid), O.O.O.C(C)(=O)[O-].[Na+] (sodium acetate trihydrate), [Cl-].[Na+] (sodium chloride). The solvent is O (water). Conditions: time 15 hour. Yields the product CON=C(C(=O)NC1[C@@H]2N(C(=C(CS2)COC(N)=O)C(=O)O)C1=O)C=1N=C(SC1)N (7-[2-methoxyimino-2-(2-amino-1,3-thiazol-4-yl)acetamido]-3-carbamoyloxymethyl-3-cephem-4-carboxylic acid). The yield is 72.6%. As a reaction SMILES: [CH3:1][O:2][N:3]=[C:4]([C:25]1[N:26]=[C:27]([NH:30]C(=O)C(F)(F)F)[S:28][CH:29]=1)[C:5]([NH:7][CH:8]1[C:23](=[O:24])[N:10]2[C:11]([C:20]([OH:22])=[O:21])=[C:12]([CH2:15][O:16][C:17](=[O:19])[NH2:18])[CH2:13][S:14][C@H:9]12)=[O:6].O.O.O.C([O-])(=O)C.[Na+].[Cl-].[Na+].Cl>O>[CH3:1][O:2][N:3]=[C:4]([C:25]1[N:26]=[C:27]([NH2:30])[S:28][CH:29]=1)[C:5]([NH:7][CH:8]1[C:23](=[O:24])[N:10]2[C:11]([C:20]([OH:22])=[O:21])=[C:12]([CH2:15][O:16][C:17](=[O:19])[NH2:18])[CH2:13][S:14][C@H:9]12)=[O:6] |f:1.2.3.4.5,6.7|. Procedure: 7-[2-Methoxyimino-2-{2-(2,2,2-trifluoroacetamido)-1,3-thiazol-4-yl}acetamido]-3-carbamoyloxymethyl-3-cephem-4-carboxylic acid (syn isomer) (3.5 g.) was suspended in a solution of sodium acetate trihydrate (12.2 g.) in water (30 ml.). The mixture was stirred for 15 hours at ambient temperature. The reaction mixture was saturated with sodium chloride and adjusted to pH 5.0 with conc. hydrochloric acid with stirring and ice-cooling. Precipitating insoluble material was filtered off. The filtrate wa... Procedure details: starting from 5,7-dihydro-6H-dibenz[c,e]azepine-6-carbonitrile and sodium 2-butanethiolate in 2-butanethiol there is obtained 2-butyl 5,7-dihydro-6H-dibenz[c,e]azepine-6-thiocarboximidate which is purified by flash chromatography on silica gel using n-hexane/ethyl acetate (1:1) as the eluent, 1H-NMR(CDCl3): 1.05 (t, CH2CH3), 1.42 (d, CH--CH3), 1.46-1.93 (m, CH2CH3), 2.81-3.37 (m, 1H), 4.41 (s, 4H), 5.1 (broad s, NH), 7.37-7.70 (8H). Reactants: C1=CC=CC=2CN(CC3=C(C21)C=CC=C3)C#N (5,7-dihydro-6H-dibenz[c,e]azepine-6-carbonitrile), CC(CC)[S-].[Na+] (sodium 2-butanethiolate). Solvent: CC(CC)S (2-butanethiol). The product is C1=CC=CC=2CN(CC3=C(C21)C=CC=C3)C(=N)SC(C)CC (2-butyl 5,7-dihydro-6H-dibenz[c,e]azepine-6-thiocarboximidate). Reaction SMILES: [CH:1]1[C:11]2[C:10]3[CH:12]=[CH:13][CH:14]=[CH:15][C:9]=3[CH2:8][N:7]([C:16]#[N:17])[CH2:6][C:5]=2[CH:4]=[CH:3][CH:2]=1.[CH3:18][CH:19]([S-:22])[CH2:20][CH3:21].[Na+]>CC(S)CC>[CH:1]1[C:11]2[C:10]3[CH:12]=[CH:13][CH:14]=[CH:15][C:9]=3[CH2:8][N:7]([C:16]([S:22][CH:19]([CH2:20][CH3:21])[CH3:18])=[NH:17])[CH2:6][C:5]=2[CH:4]=[CH:3][CH:2]=1 |f:1.2|. Procedure: NaH (46% dispersion in oil; 6.5 g) was added portionwise to a solution of 4-phenyl-1-butanol (15.0 g) and 1,6-dibromohexane (48.8 g) in THF (200 ml) under nitrogen. The resulting suspension was refluxed for 27 h and treated with H2O (80 ml). The mixture was extracted with ER (2×200 ml) and the dried extract was evaporated to leave an orange oil. The oil was purified on a column of silica (800 ml) [A] to give a yellow oil which on distillation gave the title compound as a colourless oil (15.0 g) ... Yields the product BrCCCCCCOCCCCC1=CC=CC=C1 ([4-[(6-Bromohexyl)oxy]butyl]benzene). Reaction SMILES: [H-].[Na+].[C:3]1([CH2:9][CH2:10][CH2:11][CH2:12][OH:13])[CH:8]=[CH:7][CH:6]=[CH:5][CH:4]=1.[Br:14][CH2:15][CH2:16][CH2:17][CH2:18][CH2:19][CH2:20]Br.O>C1COCC1>[Br:14][CH2:15][CH2:16][CH2:17][CH2:18][CH2:19][CH2:20][O:13][CH2:12][CH2:11][CH2:10][CH2:9][C:3]1[CH:8]=[CH:7][CH:6]=[CH:5][CH:4]=1 |f:0.1|. Yield: 48.0%. Solvent: C1CCOC1 (THF). The reactants are O (H2O), [H-].[Na+] (NaH), C1(=CC=CC=C1)CCCCO (4-phenyl-1-butanol), BrCCCCCCBr (1,6-dibromohexane). Starting materials: ClC1=CC(=CC=C1)C(=O)OO (metachloroperbenzoic acid), S(=S)(=O)([O-])[O-].[Na+].[Na+] (sodium thiosulfate), C(O)([O-])=O.[Na+] (sodium hydrogen carbonate), CC=1C=C(C=C(C1)C)SC1=C(N=C(N1C)C)C(C)C (5-(3,5-dimethylphenylthio)-4-isopropyl-1,2-dimethyl-1H-imidazole). Solvent: C(Cl)Cl (methylene chloride). Reaction conditions: time 10 minute. Yields the product CC=1C=C(C=C(C1)C)S(=O)C1=C(N=C(N1C)C)C(C)C (5-(3,5-dimethylphenylsulfinyl)-4-isopropyl-1,2-dimethyl-1H-imidazole). Isolated yield 62.6%. Reaction SMILES: [CH3:1][C:2]1[CH:3]=[C:4]([S:9][C:10]2[N:14]([CH3:15])[C:13]([CH3:16])=[N:12][C:11]=2[CH:17]([CH3:19])[CH3:18])[CH:5]=[C:6]([CH3:8])[CH:7]=1.ClC1C=CC=C(C(OO)=[O:28])C=1.S([O-])([O-])(=O)=S.[Na+].[Na+].C(=O)([O-])O.[Na+]>C(Cl)Cl>[CH3:8][C:6]1[CH:5]=[C:4]([S:9]([C:10]2[N:14]([CH3:15])[C:13]([CH3:16])=[N:12][C:11]=2[CH:17]([CH3:19])[CH3:18])=[O:28])[CH:3]=[C:2]([CH3:1])[CH:7]=1 |f:2.3.4,5.6|. Reported procedure: In methylene chloride (10 ml)was dissolved 150 mg (0.55 mmol)of 5-(3,5-dimethylphenylthio)-4-isopropyl-1,2-dimethyl-1H-imidazole, followed by addition of 177 mg (0.82 mmol)of 80% metachloroperbenzoic acid under ice-cooling, and the mixture was stirred for 10 minutes. To the reaction mixture, an aqueous solution of sodium thiosulfate and then, an aqueous sodium hydrogen carbonate solution was added, and extracted with methylene chloride. The extract was washed with saturated brine, dried over anh... Starting materials: CCc1nc(C)c(C=O)[nH]1, Cc1cnc2nc(C=O)nn2c1, CCc1cc(CCC2(C3CCCC3)CC(=O)CC(=O)O2)c(OC)cc1O. The product is CCc1nc(CC2=C(O)CC(CCc3cc(CC)c(O)cc3OC)(C3CCCC3)OC2=O)c(C)[nH]1. RXN SMILES: [CH2:27]([CH3:28])[c:29]1[nH:30][c:31]([CH:35]=[O:36])[c:32]([CH3:34])[n:33]1.[CH3:37][c:38]1[cH:39][n:40][c:41]2[n:42]([n:43][c:44]([CH:45]=[O:46])[n:47]2)[cH:48]1.[CH:1]1([C:6]2([CH2:14][CH2:15][c:16]3[c:17]([O:25][CH3:26])[cH:18][c:19]([OH:24])[c:20]([CH2:22][CH3:23])[cH:21]3)[CH2:7][C:8](=[O:13])[CH2:9][C:10](=[O:12])[O:11]2)[CH2:2][CH2:3][CH2:4][CH2:5]1>>[CH:1]1([C:6]2([CH2:14][CH2:15][c:16]3[c:17]([O:25][CH3:26])[cH:18][c:19]([OH:24])[c:20]([CH2:22][CH3:23])[cH:21]3)[CH2:7][C:8]([OH:13])=[C:9]([CH2:35][c:31]3[n:30][c:29]([CH2:27][CH3:28])[nH:33][c:32]3[CH3:34])[C:10](=[O:12])[O:11]2)[CH2:2][CH2:3][CH2:4][CH2:5]1.